Task: describe an organic reaction: reactants, conditions, products, and yield. Dataset: the Open Reaction Database (ORD), a public repository of structured organic reaction records Reactants: Br, COc1ccc2c(-c3ccccn3)noc2c1Cl. The product is Oc1ccc2c(-c3ccccn3)noc2c1Cl. As a reaction SMILES: [BrH:19].[Cl:1][c:2]1[c:3]([O:17][CH3:18])[cH:4][cH:5][c:6]2[c:7](-[c:11]3[n:12][cH:13][cH:14][cH:15][cH:16]3)[n:8][o:9][c:10]12>>[Cl:1][c:2]1[c:3]([OH:17])[cH:4][cH:5][c:6]2[c:7](-[c:11]3[n:12][cH:13][cH:14][cH:15][cH:16]3)[n:8][o:9][c:10]12. Starting materials: Cc1nc(NCC(C)(C)O)nc2c1cc(Br)c(=O)n2C1CCCC1, O=C([O-])[O-], COc1ccc(B(O)O)cn1, [K+], [K+], CN(C)C=O, Cl[Pd]Cl, c1ccc(P(c2ccccc2)c2ccccc2)cc1, c1ccc(P(c2ccccc2)c2ccccc2)cc1. Yields the product COc1ccc(-c2cc3c(C)nc(NCC(C)(C)O)nc3n(C3CCCC3)c2=O)cn1. Reaction SMILES: [Br:1][c:2]1[cH:3][c:4]2[c:5]([n:6][c:7]([NH:11][CH2:12][C:13]([CH3:14])([CH3:15])[OH:16])[n:8][c:9]2[CH3:10])[n:17]([CH:20]2[CH2:21][CH2:22][CH2:23][CH2:24]2)[c:18]1=[O:19].[C:36](=[O:37])([O-:38])[O-:39].[CH3:25][O:26][c:27]1[cH:28][cH:29][c:30]([B:33]([OH:34])[OH:35])[cH:31][n:32]1.[K+:40].[K+:41].[O:42]=[CH:43][N:44]([CH3:45])[CH3:46].[Pd:47]([Cl:48])[Cl:49].[c:50]1([P:51]([c:52]2[cH:53][cH:54][cH:55][cH:56][cH:57]2)[c:58]2[cH:59][cH:60][cH:61][cH:62][cH:63]2)[cH:64][cH:65][cH:66][cH:67][cH:68]1.[c:69]1([P:70]([c:71]2[cH:72][cH:73][cH:74][cH:75][cH:76]2)[c:77]2[cH:78][cH:79][cH:80][cH:81][cH:82]2)[cH:83][cH:84][cH:85][cH:86][cH:87]1>>[c:2]1(-[c:30]2[cH:29][cH:28][c:27]([O:26][CH3:25])[n:32][cH:31]2)[cH:3][c:4]2[c:5]([n:6][c:7]([NH:11][CH2:12][C:13]([CH3:14])([CH3:15])[OH:16])[n:8][c:9]2[CH3:10])[n:17]([CH:20]2[CH2:21][CH2:22][CH2:23][CH2:24]2)[c:18]1=[O:19]. The reactants are BrC(Br)(Br)Br, CC#N, [Cl-], CC(CCCO)N(c1cc(Cl)ccc1F)S(=O)(=O)c1ccc(Cl)cc1, [NH4+], c1ccc(P(c2ccccc2)c2ccccc2)cc1. Product: CC(CCCBr)N(c1cc(Cl)ccc1F)S(=O)(=O)c1ccc(Cl)cc1. Reaction SMILES: [C:45]([Br:46])([Br:47])([Br:48])[Br:49].[CH3:52][C:53]#[N:54].[Cl-:50].[Cl:1][c:2]1[cH:3][cH:4][c:5]([S:8](=[O:9])(=[O:10])[N:11]([CH:12]([CH2:13][CH2:14][CH2:15][OH:16])[CH3:17])[c:18]2[c:19]([F:25])[cH:20][cH:21][c:22]([Cl:24])[cH:23]2)[cH:6][cH:7]1.[NH4+:51].[c:26]1([P:27]([c:28]2[cH:29][cH:30][cH:31][cH:32][cH:33]2)[c:34]2[cH:35][cH:36][cH:37][cH:38][cH:39]2)[cH:40][cH:41][cH:42][cH:43][cH:44]1>>[Cl:1][c:2]1[cH:3][cH:4][c:5]([S:8](=[O:9])(=[O:10])[N:11]([CH:12]([CH2:13][CH2:14][CH2:15][Br:46])[CH3:17])[c:18]2[c:19]([F:25])[cH:20][cH:21][c:22]([Cl:24])[cH:23]2)[cH:6][cH:7]1. The reactants are CC(=O)CC(=O)OC(C)(C)C, CCNC, CC(C)(C)O. Product: CCN(C)C(=O)CC(C)=O. As a reaction SMILES: [C:1]([CH2:2][C:3](=[O:4])[CH3:5])([O:7][C:6]([CH3:8])([CH3:9])[CH3:10])=[O:11].[CH2:12]([CH3:13])[NH:14][CH3:15].[CH3:16][C:17]([OH:18])([CH3:19])[CH3:20]>>[C:1]([CH2:2][C:3](=[O:4])[CH3:5])(=[O:7])[N:14]([CH2:12][CH3:13])[CH3:15]. Reaction SMILES: [C:1]([CH3:2])([CH3:3])([CH3:4])[CH:5]1[N:6]([C:24]([CH:25]([C:26]([CH3:27])([CH3:28])[CH3:29])[NH:30][C:31](=[O:32])[O:33][CH:34]2[CH2:35][CH2:36][CH2:37][CH2:38]2)=[O:39])[CH:7]([C:21](=[O:22])[OH:23])[CH2:8][C:9]12[CH2:10][N:11]([c:15]1[cH:16][cH:17][cH:18][cH:19][cH:20]1)[C:12](=[O:14])[CH2:13]2.[Cl:55][CH2:56][Cl:57].[NH:40]1[CH2:41][CH2:42][CH2:43][CH:44]1[C:45]([OH:46])=[O:47].[OH:48][C:49]([C:50]([F:51])([F:52])[F:53])=[O:54]>>[CH2:5]1[N:6]([C:24]([CH:25]([C:26]([CH3:27])([CH3:28])[CH3:29])[NH:30][C:31](=[O:32])[O:33][CH:34]2[CH2:35][CH2:36][CH2:37][CH2:38]2)=[O:39])[CH:7]([C:21](=[O:22])[OH:23])[CH2:8][C:9]12[CH2:10][N:11]([c:15]1[cH:16][cH:17][cH:18][cH:19][cH:20]1)[C:12](=[O:14])[CH2:13]2. Starting materials: CC(C)(C)C(NC(=O)OC1CCCC1)C(=O)N1C(C(=O)O)CC2(CC(=O)N(c3ccccc3)C2)C1C(C)(C)C, ClCCl, O=C(O)C1CCCN1, O=C(O)C(F)(F)F. The product is CC(C)(C)C(NC(=O)OC1CCCC1)C(=O)N1CC2(CC(=O)N(c3ccccc3)C2)CC1C(=O)O. The reactants are COC=1C=C(C=CC1OC)C=C1C(OC(OC1=O)(C)C)=O (5-(3,4-dimethoxyphenylmethylene)-2,2-dimethyl-1,3-dioxane-4,6-dione), mixture, C(=O)O (formic acid). The solvent is C(C)N(CC)CC (triethylamine). The product is COC=1C=C(C=CC1OC)CCC(=O)O (3-(3,4-dimethoxyphenyl)propionic acid). As a reaction SMILES: [CH3:1][O:2][C:3]1[CH:4]=[C:5]([CH:11]=[C:12]2C(=O)OC(C)(C)[O:14][C:13]2=[O:21])[CH:6]=[CH:7][C:8]=1[O:9][CH3:10].C(O)=O>C(N(CC)CC)C>[CH3:1][O:2][C:3]1[CH:4]=[C:5]([CH2:11][CH2:12][C:13]([OH:21])=[O:14])[CH:6]=[CH:7][C:8]=1[O:9][CH3:10]. Procedure details: After weighing 14.6 g (0.05 mol) of 5-(3,4-dimethoxyphenylmethylene)-2,2-dimethyl-1,3-dioxane-4,6-dione (m.p.: 173° C.) to 50 ml of the mixture of formic acid and triethylamine prepared according to Example 1, the procedure described in Example 1 was followed.